Dataset: the Open Reaction Database (ORD), a public repository of structured organic reaction records. Task: describe an organic reaction: reactants, conditions, products, and yield The reactants are O=C([O-])[O-], COc1cc(OC)nc(S(C)(=O)=O)n1, CN(C)C=O, [Cl-], Cl, [K+], [K+], C#CCOc1cccc([N+](=O)[O-])c1NS(=O)(=O)c1nc[nH]n1, [Na+]. RXN SMILES: [C:23](=[O:24])([O-:25])[O-:26].[CH3:29][O:30][c:31]1[n:32][c:33]([S:39]([CH3:40])(=[O:41])=[O:42])[n:34][c:35]([O:37][CH3:38])[cH:36]1.[CH3:46][N:47]([CH3:48])[CH:49]=[O:50].[Cl-:44].[ClH:45].[K+:27].[K+:28].[N+:1](=[O:2])([O-:3])[c:4]1[cH:5][cH:6][cH:7][c:8]([O:19][CH2:20][C:21]#[CH:22])[c:9]1[NH:10][S:11](=[O:12])(=[O:13])[c:14]1[n:15][nH:16][cH:17][n:18]1.[Na+:43]>>[N+:1](=[O:2])([O-:3])[c:4]1[cH:5][cH:6][cH:7][c:8]([O:19][CH2:20][C:21]#[CH:22])[c:9]1[NH:10][S:11](=[O:12])(=[O:13])[c:14]1[n:15][n:16](-[c:33]2[n:32][c:31]([O:30][CH3:29])[cH:36][c:35]([O:37][CH3:38])[n:34]2)[cH:17][n:18]1. Yields the product C#CCOc1cccc([N+](=O)[O-])c1NS(=O)(=O)c1ncn(-c2nc(OC)cc(OC)n2)n1. Starting materials: ClCCl, CC(=O)Cl, [Cl-], Nc1ccc2ccccc2c1-c1c(P(c2ccccc2)c2ccccc2)ccc2ccccc12, [NH4+], c1ccncc1. The product is CC(=O)Nc1ccc2ccccc2c1-c1c(P(c2ccccc2)c2ccccc2)ccc2ccccc12. RXN SMILES: [CH2:47]([Cl:48])[Cl:49].[CH3:41][C:42]([Cl:43])=[O:44].[Cl-:45].[NH2:1][c:2]1[c:3](-[c:12]2[c:13]([P:22]([c:23]3[cH:24][cH:25][cH:26][cH:27][cH:28]3)[c:29]3[cH:30][cH:31][cH:32][cH:33][cH:34]3)[cH:14][cH:15][c:16]3[cH:17][cH:18][cH:19][cH:20][c:21]23)[c:4]2[cH:5][cH:6][cH:7][cH:8][c:9]2[cH:10][cH:11]1.[NH4+:46].[cH:35]1[cH:36][cH:37][n:38][cH:39][cH:40]1>>[NH:1]([c:2]1[c:3](-[c:12]2[c:13]([P:22]([c:23]3[cH:24][cH:25][cH:26][cH:27][cH:28]3)[c:29]3[cH:30][cH:31][cH:32][cH:33][cH:34]3)[cH:14][cH:15][c:16]3[cH:17][cH:18][cH:19][cH:20][c:21]23)[c:4]2[cH:5][cH:6][cH:7][cH:8][c:9]2[cH:10][cH:11]1)[C:42]([CH3:41])=[O:44]. Reactants: 112.13, C1(=CC=CC=C1)C1=NC2=C(N1CCC)C=CC(=C2)C(=O)O (2-phenyl-1-propyl-1H-benzimidazole-5-carboxylic acid), S(=O)(Cl)Cl (thionyl chloride). Solvent: ClC(Cl)Cl (trichloromethane). Reaction conditions: time 30 minute. Yields the product 134, Cl.C1(=CC=CC=C1)C1=NC2=C(N1CCC)C=CC(=C2)C(=O)Cl (2-phenyl-1-propyl-1H-benzimidazole-5-carbonyl chloride monohydrochloride). The yield is 100.0%. RXN SMILES: [C:1]1([C:7]2[N:11]([CH2:12][CH2:13][CH3:14])[C:10]3[CH:15]=[CH:16][C:17]([C:19]([OH:21])=O)=[CH:18][C:9]=3[N:8]=2)[CH:6]=[CH:5][CH:4]=[CH:3][CH:2]=1.S(Cl)([Cl:24])=O>ClC(Cl)Cl>[ClH:24].[C:1]1([C:7]2[N:11]([CH2:12][CH2:13][CH3:14])[C:10]3[CH:15]=[CH:16][C:17]([C:19]([Cl:24])=[O:21])=[CH:18][C:9]=3[N:8]=2)[CH:6]=[CH:5][CH:4]=[CH:3][CH:2]=1 |f:3.4|. Reported procedure: (a-2) To a stirred solution of 112.13 parts of 2-phenyl-1-propyl-1H-benzimidazole-5-carboxylic acid in 525 parts of trichloromethane were added 142 parts of thionyl chloride. Stirring was continued for 30 minutes at reflux temperature. The reaction mixture was evaporated, yielding 134 parts (100%) of 2-phenyl-1-propyl-1H-benzimidazole-5-carbonyl chloride monohydrochloride as a residue (int. 58). The reactants are NCCN1CCC(CC1)OCOC (1-(2-aminoethyl)-4-methoxymethoxypiperidine), C1(CCCCCCC1)=O (cyclooctanone). The product is C1(CCCCCCC1)NCCN1CCC(CC1)OCOC (1-(2-cyclooctylaminoethyl)-4-methoxymethoxypiperidine). Yield: 90.9%. As a reaction SMILES: [NH2:1][CH2:2][CH2:3][N:4]1[CH2:9][CH2:8][CH:7]([O:10][CH2:11][O:12][CH3:13])[CH2:6][CH2:5]1.[C:14]1(=O)[CH2:21][CH2:20][CH2:19][CH2:18][CH2:17][CH2:16][CH2:15]1>>[CH:14]1([NH:1][CH2:2][CH2:3][N:4]2[CH2:5][CH2:6][CH:7]([O:10][CH2:11][O:12][CH3:13])[CH2:8][CH2:9]2)[CH2:21][CH2:20][CH2:19][CH2:18][CH2:17][CH2:16][CH2:15]1. Reported procedure: Using 3 g of 1-(2-aminoethyl)-4-methoxymethoxypiperidine and 2 g of cyclooctanone, 4.3 g of 1-(2-cyclooctylaminoethyl)-4-methoxymethoxypiperidine was obtained in the same manner as in Reference Example 1.